Dataset: the Open Reaction Database (ORD), a public repository of structured organic reaction records. Task: describe an organic reaction: reactants, conditions, products, and yield As a reaction SMILES: [CH3:1][CH2:2][O:3][CH2:4][CH2:5][OH:6].[Cl:30][CH2:31][Cl:32].[S:15](=[O:16])(=[O:17])([C:18]([F:19])([F:20])[F:21])[O:22][S:23]([C:24]([F:25])([F:26])[F:27])(=[O:28])=[O:29].[n:7]1[c:8]([CH3:9])[cH:10][cH:11][cH:12][c:13]1[CH3:14]>>[CH3:1][CH2:2][O:3][CH2:4][CH2:5][OH:6].[S:15](=[O:16])(=[O:17])([C:18]([F:19])([F:20])[F:21])[O-:22]. Product: CCOCCO, O=S(=O)([O-])C(F)(F)F. Starting materials: CCOCCO, ClCCl, O=S(=O)(OS(=O)(=O)C(F)(F)F)C(F)(F)F, Cc1cccc(C)n1. Reactants: C1(CCCCC1)C[C@@H]1OC1 ((S)-Cyclohexylmethyloxirane), CC(CCO)(C)C (3,3-dimethylbutanol). Solvent: CN(C)C=O (DMF), [H-].[Na+] (NaH), CN(C)C=O (DMF), CN(C)C=O (DMF). The product is C1(CCCCC1)C[C@@H](COCCC(C)(C)C)O ((S)-3-Cyclohexyl-1-(3,3-dimethylbut-1-yloxy)propan-2-ol). The yield is 61.0%. As a reaction SMILES: [CH:1]1([CH2:7][C@H:8]2[CH2:10][O:9]2)[CH2:6][CH2:5][CH2:4][CH2:3][CH2:2]1.[CH3:11][C:12]([CH3:17])([CH3:16])[CH2:13][CH2:14][OH:15]>CN(C=O)C.[H-].[Na+]>[CH:1]1([CH2:7][C@H:8]([OH:9])[CH2:10][O:15][CH2:14][CH2:13][C:12]([CH3:17])([CH3:16])[CH3:11])[CH2:6][CH2:5][CH2:4][CH2:3][CH2:2]1 |f:3.4|. Reported procedure: The product from Example 1308C (435 mg, 3.1 mmol) in DMF (2.0 mL), 3,3-dimethylbutanol (400 μL, 3.3 mmol) in DMF (3.0 mL) and NaH, 60% dispersion in mineral oil, (145 mg, 3.6 mmol) in DMF (7.0 mL) were allowed to react in a manner similar to that described in Example 1308D. The residue was chromatographed (silica gel; EtOAc/hexanes, 1:20) to afford a light yellow oil (458 mg, 57%). 1H NMR (CDCl13, 300 MHz) δ0.78-1.01 (m, 2H), 0.92 (s, 9H), 1.11-1.57 (m, 8H), 1.62-1.85 (m, 5H), 3.21 (dd, J=8, 9 H... The reactants are C1=NC=CC2=CC=CC=C12 (isoquinoline), Br (hydrobromic acid). Yields the product [Br-].C1=[NH+]C=CC2=CC=CC=C12 (isoquinolinium bromide). Yield: 88.5%. RXN SMILES: [CH:1]1[C:10]2[C:5](=[CH:6][CH:7]=[CH:8][CH:9]=2)[CH:4]=[CH:3][N:2]=1.[BrH:11]>>[Br-:11].[CH:1]1[C:10]2[C:5](=[CH:6][CH:7]=[CH:8][CH:9]=2)[CH:4]=[CH:3][NH+:2]=1 |f:2.3|. Procedure details: 600 g of crude isoquinoline (purity 95% and total sulfur content 0.3%) and 759.6 g of 47% hydrobromic acid were stirred and cooled to undergo reaction. After the reaction, the resultant reactin mixture was distilled to expel water and then washed twice with acetone to afford 864.1 g of isoquinolinium bromide. By recrystallizing this isoquinolinium bromide from 6,881 g of isopropanol, 471.9 g (recovery ratio 85.9%) of refined isoquinolinium bromide having a total sulfur content of 22 ppm was obta... Starting materials: C#Cc1cnc2cc(C(C)(C)C)nn2c1, Fc1ccc(I)cc1F. Yields the product CC(C)(C)c1cc2ncc(C#Cc3ccc(F)c(F)c3)cn2n1. Reaction SMILES: [C:1]([CH3:2])([CH3:3])([CH3:4])[c:5]1[n:6][n:7]2[c:8]([n:9][cH:10][c:11]([C:13]#[CH:14])[cH:12]2)[cH:15]1.[F:16][c:17]1[c:18]([F:24])[cH:19][c:20]([I:23])[cH:21][cH:22]1>>[C:1]([CH3:2])([CH3:3])([CH3:4])[c:5]1[n:6][n:7]2[c:8]([n:9][cH:10][c:11]([C:13]#[C:14][c:20]3[cH:19][c:18]([F:24])[c:17]([F:16])[cH:22][cH:21]3)[cH:12]2)[cH:15]1. The reactants are CNC=1SC(=C(N1)C(=O)OCC)C1=CC=NC=C1 (ethyl 2-methylamino-5-(4-pyridyl)-4-thiazolecarboxylate), N (ammonia). Conditions: time 5 day. The product is C(N)(=O)C=1N=C(SC1C1=CC=NC=C1)NC (4-carbamoyl-2-methylamino-5-(4-pyridyl)thiazole). RXN SMILES: [CH3:1][NH:2][C:3]1[S:4][C:5]([C:13]2[CH:18]=[CH:17][N:16]=[CH:15][CH:14]=2)=[C:6]([C:8](OCC)=[O:9])[N:7]=1.[NH3:19]>>[C:8]([C:6]1[N:7]=[C:3]([NH:2][CH3:1])[S:4][C:5]=1[C:13]1[CH:18]=[CH:17][N:16]=[CH:15][CH:14]=1)(=[O:9])[NH2:19]. Reported procedure: A solution of ethyl 2-methylamino-5-(4-pyridyl)-4-thiazolecarboxylate (2.36 g) in 26% methanolic ammonia (100 ml) was allowed to stand at ambient temperature for 5 days. The reaction mixture was evaporated in vacuo and the residue was washed with tetrahydrofuran to give 4-carbamoyl-2-methylamino-5-(4-pyridyl)thiazole (1.0 g). mp 212°-213° C. (from tetrahydrofuran-methanol).